This data is from the Open Reaction Database (ORD), a public repository of structured organic reaction records. The task is: describe an organic reaction: reactants, conditions, products, and yield Reactants: COC(=O)c1ccc(CCC(C=Cc2ccccc2OCCCCBr)Cc2ccc(C#N)cc2)cc1, O=C([O-])[O-], CC#N, Oc1ccc(F)cc1, [K+], [K+]. Product: COC(=O)c1ccc(CCC(C=Cc2ccccc2OCCCCOc2ccc(F)cc2)Cc2ccc(C#N)cc2)cc1. As a reaction SMILES: [Br:1][CH2:2][CH2:3][CH2:4][CH2:5][O:6][c:7]1[c:8]([CH:13]=[CH:14][CH:15]([CH2:16][CH2:17][c:18]2[cH:19][cH:20][c:21]([C:22](=[O:23])[O:24][CH3:25])[cH:26][cH:27]2)[CH2:28][c:29]2[cH:30][cH:31][c:32]([C:35]#[N:36])[cH:33][cH:34]2)[cH:9][cH:10][cH:11][cH:12]1.[C:45](=[O:46])([O-:47])[O-:48].[CH3:51][C:52]#[N:53].[F:37][c:38]1[cH:39][cH:40][c:41]([OH:44])[cH:42][cH:43]1.[K+:49].[K+:50]>>[CH2:2]([CH2:3][CH2:4][CH2:5][O:6][c:7]1[c:8]([CH:13]=[CH:14][CH:15]([CH2:16][CH2:17][c:18]2[cH:19][cH:20][c:21]([C:22](=[O:23])[O:24][CH3:25])[cH:26][cH:27]2)[CH2:28][c:29]2[cH:30][cH:31][c:32]([C:35]#[N:36])[cH:33][cH:34]2)[cH:9][cH:10][cH:11][cH:12]1)[O:44][c:41]1[cH:40][cH:39][c:38]([F:37])[cH:43][cH:42]1. Reactants: I(=O)(=O)(=O)[O-].[Na+] (sodium periodate), CC(C(=O)NCC1=CC=C(C=C1)NC(=O)N1CSC[C@H]1[C@@H](O)C1=CC(=C(C=C1)Cl)Cl)(C)C (4(R)-[(3,4-dichlorophenyl)-(S)hydroxymethyl]-thiazolidine-3-carboxylic acid {4-[(2,2-dimethyl-propionylamino)-methyl]-phenyl}-amide), I(=O)(=O)(=O)[O-].[Na+] (sodium periodate). Solvent: CO (MeOH), O (water). Reaction conditions: temperature 25 celsius, time 18 hour. Product: CC(C(=O)NCC1=CC=C(C=C1)NC(=O)N1CS(C[C@H]1[C@@H](O)C1=CC(=C(C=C1)Cl)Cl)=O)(C)C (4(R)-[(3,4-dichlorophenyl)-(S)hydroxymethyl]-1-oxo-thiazolidine-3-carboxylic acid {4-[(2,2-dimethyl-propionylamino)-methyl]-phenyl}-amide). As a reaction SMILES: [CH3:1][C:2]([CH3:32])([CH3:31])[C:3]([NH:5][CH2:6][C:7]1[CH:12]=[CH:11][C:10]([NH:13][C:14]([N:16]2[C@H:20]([C@H:21]([C:23]3[CH:28]=[CH:27][C:26]([Cl:29])=[C:25]([Cl:30])[CH:24]=3)[OH:22])[CH2:19][S:18][CH2:17]2)=[O:15])=[CH:9][CH:8]=1)=[O:4].I([O-])(=O)(=O)=[O:34].[Na+]>CO.O>[CH3:1][C:2]([CH3:32])([CH3:31])[C:3]([NH:5][CH2:6][C:7]1[CH:8]=[CH:9][C:10]([NH:13][C:14]([N:16]2[C@H:20]([C@H:21]([C:23]3[CH:28]=[CH:27][C:26]([Cl:29])=[C:25]([Cl:30])[CH:24]=3)[OH:22])[CH2:19][S:18](=[O:34])[CH2:17]2)=[O:15])=[CH:11][CH:12]=1)=[O:4] |f:1.2|. Procedure details: To a solution of 4(R)-[(3,4-dichlorophenyl)-(S)hydroxymethyl]-thiazolidine-3-carboxylic acid {4-[(2,2-dimethyl-propionylamino)-methyl]-phenyl}-amide (11 mg, 0.022 mmol) in MeOH (2 ml) is added sodium periodate (4.9 mg, 0.023 mmol) in water (0.5 ml). The reaction mixture is stirred at 25° C. for 18 hrs. More aqueous sodium periodate is added by portions until almost complete conversion of the starting material. The reaction mixture is filtered on cellite and concentrated in vacuo. The residue is ... Starting materials: CCOC(=O)C1Cc2cc(OCCOC)cc(NC3CC3)c2N1C(=O)OC(C)(C)C, c1ccncc1, O=S(=O)(Cl)c1ccccn1. The product is CCOC(=O)C1Cc2cc(OCCOC)cc(N(C3CC3)S(=O)(=O)c3ccccn3)c2N1C(=O)OC(C)(C)C. As a reaction SMILES: [CH:1]1([NH:4][c:5]2[cH:6][c:7]([O:26][CH2:27][CH2:28][O:29][CH3:30])[cH:8][c:9]3[c:13]2[N:12]([C:14](=[O:15])[O:16][C:17]([CH3:18])([CH3:19])[CH3:20])[CH:11]([C:21](=[O:22])[O:23][CH2:24][CH3:25])[CH2:10]3)[CH2:2][CH2:3]1.[cH:41]1[cH:42][cH:43][n:44][cH:45][cH:46]1.[n:31]1[c:32]([S:37](=[O:38])(=[O:39])[Cl:40])[cH:33][cH:34][cH:35][cH:36]1>>[CH:1]1([N:4]([c:5]2[cH:6][c:7]([O:26][CH2:27][CH2:28][O:29][CH3:30])[cH:8][c:9]3[c:13]2[N:12]([C:14](=[O:15])[O:16][C:17]([CH3:18])([CH3:19])[CH3:20])[CH:11]([C:21](=[O:22])[O:23][CH2:24][CH3:25])[CH2:10]3)[S:37]([c:32]2[n:31][cH:36][cH:35][cH:34][cH:33]2)(=[O:38])=[O:39])[CH2:2][CH2:3]1. The reactants are [Cl-], [NH4+], [Na+], [Na+], [OH-], [OH-], O, COc1ccccc1-c1nsc(S)n1. Yields the product COc1ccccc1-c1nsc(SN)n1. Reaction SMILES: [Cl-:15].[NH4+:17].[Na+:16].[Na+:20].[OH-:18].[OH-:19].[OH2:21].[SH:1][c:2]1[n:3][c:4](-[c:7]2[c:8]([O:13][CH3:14])[cH:9][cH:10][cH:11][cH:12]2)[n:5][s:6]1>>[S:1]([c:2]1[n:3][c:4](-[c:7]2[c:8]([O:13][CH3:14])[cH:9][cH:10][cH:11][cH:12]2)[n:5][s:6]1)[NH2:17]. Starting materials: ClC1=CC(=CC=2B(OC(C21)CC(=O)OCC)O)OC=2SC(=NN2)[N+](=O)[O-] (ethyl 2-(4-chloro-1-hydroxy-6-(5-nitro-1,3,4-thiadiazol-2-yloxy)-1,3-dihydro-benzo[c][1,2]oxaborol-3-yl)acetate). Reagents/catalysts: Cl (HCl). Solvent: CCO (EtOH), O (H2O). Reaction conditions: time 2 hour. Product: NC1=NN=C(S1)OC=1C=C(C2=C(B(OC2CC(=O)OCC)O)C1)Cl (Ethyl 2-(6-(5-amino-1,3,4-thiadiazol-2-yloxy)-4-chloro-1-hydroxy-1,3-dihydro-benzo[c][1,2]oxaborol-3-yl)acetate). Isolated yield 82.7%. RXN SMILES: [Cl:1][C:2]1[C:10]2[CH:9]([CH2:11][C:12]([O:14][CH2:15][CH3:16])=[O:13])[O:8][B:7]([OH:17])[C:6]=2[CH:5]=[C:4]([O:18][C:19]2[S:20][C:21]([N+:24]([O-])=O)=[N:22][N:23]=2)[CH:3]=1>CCO.O.Cl>[NH2:24][C:21]1[S:20][C:19]([O:18][C:4]2[CH:3]=[C:2]([Cl:1])[C:10]3[CH:9]([CH2:11][C:12]([O:14][CH2:15][CH3:16])=[O:13])[O:8][B:7]([OH:17])[C:6]=3[CH:5]=2)=[N:23][N:22]=1. Procedure details: To a solution of ethyl 2-(4-chloro-1-hydroxy-6-(5-nitro-1,3,4-thiadiazol-2-yloxy)-1,3-dihydro-benzo[c][1,2]oxaborol-3-yl)acetate (430 mg, 1.08 mmol) in EtOH (15 mL) and H2O (5 mL) was added 2 drops of conc. HCl and the mixture was heated to reflex for 2 h. Upon cooling, the reaction mixture was filtered and the EtOH was removed under the reduced pressure and the residue was extracted with EtOAc (3×10 ml). The combined organic layers were dried over anhydrous Na2SO4 and concentrated in vacuo to g... The reactants are N#CC1(NC(=O)C2CC(S(=O)(=O)c3ccc(F)cc3Cl)CC2CO)CC1, Oc1cccnc1. Yields the product N#CC1(NC(=O)C2CC(S(=O)(=O)c3ccc(F)cc3Cl)CC2COc2cccnc2)CC1. Reaction SMILES: [C:1](#[N:2])[C:3]1([NH:6][C:7](=[O:8])[CH:9]2[CH:10]([CH2:25][OH:26])[CH2:11][CH:12]([S:14](=[O:15])(=[O:16])[c:17]3[c:18]([Cl:24])[cH:19][c:20]([F:23])[cH:21][cH:22]3)[CH2:13]2)[CH2:4][CH2:5]1.[OH:27][c:28]1[cH:29][n:30][cH:31][cH:32][cH:33]1>>[C:1](#[N:2])[C:3]1([NH:6][C:7](=[O:8])[CH:9]2[CH:10]([CH2:25][O:26][c:28]3[cH:29][n:30][cH:31][cH:32][cH:33]3)[CH2:11][CH:12]([S:14](=[O:15])(=[O:16])[c:17]3[c:18]([Cl:24])[cH:19][c:20]([F:23])[cH:21][cH:22]3)[CH2:13]2)[CH2:4][CH2:5]1. Procedure details: A mixture of (S)-(−)-N-[[3-[4-iodo-3-fluorophenyl]-2-oxo-5-oxazolidinyl]methyl]acetamide (5.45 g), vinyltributyltin (5.48 g) and bis(triphenylphosphine)palladium(II) chloride (303 mg) in 1,4-dioxane (72 mL) under N2 is degassed, heated up to reflux, refluxed for seven hours, cooled to ambient temperature and stirred for 12 hours. The mixture is then diluted with ethyl acetate (40 mL) and water (50 mL) and the layers are separated. The aqueous phase is extracted with ethyl acetate (2×30 mL), and ... Reagents/catalysts: Cl[Pd]([P](C1=CC=CC=C1)(C2=CC=CC=C2)C3=CC=CC=C3)([P](C4=CC=CC=C4)(C5=CC=CC=C5)C6=CC=CC=C6)Cl (bis(triphenylphosphine)palladium(II) chloride). Conditions: time 12 hour. The product is C(=C)C1=C(C=C(C=C1)N1C(O[C@H](C1)CNC(C)=O)=O)F ((S)-(−)-N-[[3-[4-Ethenyl-3-fluoropheny]-2-oxo-5-oxazolidinyl]methyl]acetamide). Starting materials: IC1=C(C=C(C=C1)N1C(O[C@H](C1)CNC(C)=O)=O)F ((S)-(−)-N-[[3-[4-iodo-3-fluorophenyl]-2-oxo-5-oxazolidinyl]methyl]acetamide), C(=C)[Sn](CCCC)(CCCC)CCCC (vinyltributyltin). The solvent is O1CCOCC1 (1,4-dioxane). RXN SMILES: I[C:2]1[CH:7]=[CH:6][C:5]([N:8]2[CH2:12][C@H:11]([CH2:13][NH:14][C:15](=[O:17])[CH3:16])[O:10][C:9]2=[O:18])=[CH:4][C:3]=1[F:19].[CH:20]([Sn](CCCC)(CCCC)CCCC)=[CH2:21]>O1CCOCC1.Cl[Pd](Cl)([P](C1C=CC=CC=1)(C1C=CC=CC=1)C1C=CC=CC=1)[P](C1C=CC=CC=1)(C1C=CC=CC=1)C1C=CC=CC=1>[CH:20]([C:2]1[CH:7]=[CH:6][C:5]([N:8]2[CH2:12][C@H:11]([CH2:13][NH:14][C:15](=[O:17])[CH3:16])[O:10][C:9]2=[O:18])=[CH:4][C:3]=1[F:19])=[CH2:21] |^1:43,62|. Reactants: FC(C(F)(F)F)(C1=NNC=C1)F (3-(pentafluoroethyl)-1H-pyrazole), C=O (paraformaldehyde). Run in CC(=O)C (acetone). Reaction conditions: temperature 130 celsius, time 5 hour. Product: FC(C(F)(F)F)(C1=NN(C=C1)CO)F (3-(pentafluoroethyl)-1H-pyrazole-1-ylmethanol). Isolated yield 91.7%. RXN SMILES: [F:1][C:2]([F:12])([C:7]1[CH:11]=[CH:10][NH:9][N:8]=1)[C:3]([F:6])([F:5])[F:4].[CH2:13]=[O:14]>CC(C)=O>[F:12][C:2]([F:1])([C:7]1[CH:11]=[CH:10][N:9]([CH2:13][OH:14])[N:8]=1)[C:3]([F:6])([F:5])[F:4]. Reported procedure: The mixture of 1.86 g of 3-(pentafluoroethyl)-1H-pyrazole and 0.60 g of paraformaldehyde was stirred at 130° C. for 5 hours. After the reaction mixture was cooled to room temperature, acetone was added. The mixture was filtered. The filtrate was concentrated under reduced pressure to obtain 1.98 g of 3-(pentafluoroethyl)-1H-pyrazole-1-ylmethanol. Starting materials: ClC1=NC(=NC=N1)NC=1C=C(C(=O)NC)C=CC1 (3-(4-Chloro-1,3,5-triazin-2-ylamino)-N-methylbenzamide), CN(C)C=O (DMF), C(C)N(C(C)C)C(C)C (N-ethyl-N-isopropylpropan-2-amine), N1CCC(CC1)O (piperidin-4-ol). The solvent is CO (MeOH), CO (MeOH), C(Cl)Cl (CH2Cl2). Conditions: time 1 hour. Product: [NH4+].[OH-] (NH4OH), OC1CCN(CC1)C1=NC(=NC=N1)NC=1C=C(C(=O)NC)C=CC1 (3-(4-(4-hydroxypiperidin-1-yl)-1,3,5-triazin-2-ylamino)-N-methylbenzamide). Isolated yield 160.7%. RXN SMILES: Cl[C:2]1[N:7]=[CH:6][N:5]=[C:4]([NH:8][C:9]2[CH:10]=[C:11]([CH:16]=[CH:17][CH:18]=2)[C:12]([NH:14][CH3:15])=[O:13])[N:3]=1.CN(C=O)C.C(N(C(C)C)C(C)C)C.[NH:33]1[CH2:38][CH2:37][CH:36]([OH:39])[CH2:35][CH2:34]1>CO.C(Cl)Cl>[NH4+:3].[OH-:13].[OH:39][CH:36]1[CH2:37][CH2:38][N:33]([C:2]2[N:7]=[CH:6][N:5]=[C:4]([NH:8][C:9]3[CH:10]=[C:11]([CH:16]=[CH:17][CH:18]=3)[C:12]([NH:14][CH3:15])=[O:13])[N:3]=2)[CH2:34][CH2:35]1 |f:6.7|. Procedure: 3-(4-Chloro-1,3,5-triazin-2-ylamino)-N-methylbenzamide (200 mg, 0.758 mmol) was dissolved in DMF (3034 μL, 0.758 mmol) at RT. To this solution was added N-ethyl-N-isopropylpropan-2-amine (145 μL, 0.834 mmol) and piperidin-4-ol (77 mg, 0.758 mmol). The resulting mixture was stirred at RT for 1 h, at which time LCMS showed mainly product. The reaction mixture was passed through an SCX-2 column with MeOH. The product was then eluted with 2.0 M NH3 in MeOH. After concentration, the crude was purifie... The reactants are C[C@]1(CN(CC1)[C@H](C)C1=CC=CC=C1)NC(OC(C)(C)C)=O (tert-Butyl {(3S)-3-methyl-1-[(1R)-1-phenylethyl]pyrrolidin-3-yl}carbamate). The reagents and catalysts are [OH-].[Pd+2].[OH-] (palladium hydroxide). The solvent is O1CCOCC1 (1,4-dioxane). Conditions: temperature 50 celsius. Product: C[C@]1(CNCC1)NC(OC(C)(C)C)=O (tert-Butyl [(3S)-3-methylpyrrolidin-3-yl]carbamate). Yield: 99.9%. RXN SMILES: [CH3:1][C@:2]1([NH:15][C:16](=[O:22])[O:17][C:18]([CH3:21])([CH3:20])[CH3:19])[CH2:6][CH2:5][N:4]([C@@H](C2C=CC=CC=2)C)[CH2:3]1>O1CCOCC1.[OH-].[Pd+2].[OH-]>[CH3:1][C@:2]1([NH:15][C:16](=[O:22])[O:17][C:18]([CH3:21])([CH3:20])[CH3:19])[CH2:6][CH2:5][NH:4][CH2:3]1 |f:2.3.4|. Procedure: tert-Butyl {(3S)-3-methyl-1-[(1R)-1-phenylethyl]pyrrolidin-3-yl}carbamate (I-344) (406 mg, 1.33 mmol) was dissolved in 1,4-dioxane (13 ml), then palladium hydroxide catalyst (20 wt. % on carbon) (100 mg) was added, followed by stirring in an oil bath at 50° C. Under hydrogen atmosphere far 5 hours. The reaction liquid was filtered, and the filtrate was concentrated under reduced pressure to obtain the entitled compound (266 mg, 100%) as a colorless oily substance.